From a dataset of the Open Reaction Database (ORD), a public repository of structured organic reaction records. describe an organic reaction: reactants, conditions, products, and yield The reactants are CCOC(CBr)OCC, CCNC(=O)c1cc2c(-c3cc(O)c(Cl)cc3Cl)nc(N)nc2s1, CC(C)(C)[O-], CC#N, [K+], O. Yields the product CCNC(=O)c1cc2c(-c3cc(OCC(OCC)OCC)c(Cl)cc3Cl)nc(N)nc2s1. RXN SMILES: [CH2:32]([CH3:33])[O:34][CH:35]([CH2:36][Br:37])[O:38][CH2:39][CH3:40].[CH2:7]([CH3:8])[NH:9][C:10](=[O:11])[c:12]1[cH:13][c:14]2[c:15]([n:16][c:17]([NH2:29])[n:18][c:19]2-[c:20]2[c:21]([Cl:28])[cH:22][c:23]([Cl:27])[c:24]([OH:26])[cH:25]2)[s:30]1.[CH3:1][C:2]([CH3:3])([O-:4])[CH3:5].[CH3:41][C:42]#[N:43].[K+:6].[OH2:31]>>[CH2:7]([CH3:8])[NH:9][C:10](=[O:11])[c:12]1[cH:13][c:14]2[c:15]([n:16][c:17]([NH2:29])[n:18][c:19]2-[c:20]2[c:21]([Cl:28])[cH:22][c:23]([Cl:27])[c:24]([O:26][CH2:36][CH:35]([O:34][CH2:32][CH3:33])[O:38][CH2:39][CH3:40])[cH:25]2)[s:30]1.